Dataset: the Open Reaction Database (ORD), a public repository of structured organic reaction records. Task: describe an organic reaction: reactants, conditions, products, and yield Reactants: CN1C(CCC1)=O (N-methylpyrrolidon), BrC1=CC=C2CCC(C2=C1)=O (6-bromoindan-1-one), C(CCC)[Sn](C1=CC=CC=C1)(CCCC)CCCC (tributylphenyltin), [F-].[K+] (potassiumfluoride). Reagents/catalysts: C1=CC=C(C=C1)P(C2=CC=CC=C2)C3=CC=CC=C3.C1=CC=C(C=C1)P(C2=CC=CC=C2)C3=CC=CC=C3.Cl[Pd]Cl (bis(triphenyl-phosphine)palladium(II)chloride). Solvent: O (water). Run at temperature 85 celsius, time 4 hour. Product: C1(=CC=CC=C1)C1=CC=C2CCC(C2=C1)=O (6-phenylindan-1-one). Yield: 51.3%. As a reaction SMILES: CN1CCCC1=O.Br[C:9]1[CH:17]=[C:16]2[C:12]([CH2:13][CH2:14][C:15]2=[O:18])=[CH:11][CH:10]=1.C([Sn](CCCC)(CCCC)[C:24]1[CH:29]=[CH:28][CH:27]=[CH:26][CH:25]=1)CCC.[F-].[K+]>O.C1C=CC(P(C2C=CC=CC=2)C2C=CC=CC=2)=CC=1.C1C=CC(P(C2C=CC=CC=2)C2C=CC=CC=2)=CC=1.Cl[Pd]Cl>[C:24]1([C:9]2[CH:17]=[C:16]3[C:12]([CH2:13][CH2:14][C:15]3=[O:18])=[CH:11][CH:10]=2)[CH:29]=[CH:28][CH:27]=[CH:26][CH:25]=1 |f:3.4,6.7.8|. Procedure: To a three-necked flask of 500 ml, fitted with a condenser, was added 150 ml N-methylpyrrolidon (NMP), 10.45 g (49.5 mmol) 6-bromoindan-1-one and 19.9 g (54.2 mmol) of tributylphenyltin. To this mixture was added 1.05 g (1.50 mmol) of bis(triphenyl-phosphine)palladium(II)chloride. The reaction mixture was heated to 85° C. for 4 h, followed by stirring for 4 hours at ambient temperature. A solution of 23 g of potassiumfluoride in 50 ml of water was added. The solids were filtered off and the filt... Run at time 30 minute. The product is BrC1=CC=C(C=C1)S(=O)(=O)CCNCCNS(=O)(=O)C=1C=2C=CN=CC2C=CC1 (Isoquinoline-5-sulfonic acid {2-[2-(4-bromo-benzenesulfonyl)-ethylamino]-ethyl}-amide). RXN SMILES: [Br:1][C:2]1[CH:7]=[CH:6][C:5]([S:8][CH2:9][CH2:10][NH:11][CH2:12][CH2:13][NH:14][S:15]([C:18]2[C:19]3[CH:20]=[CH:21][N:22]=[CH:23][C:24]=3[CH:25]=[CH:26][CH:27]=2)(=[O:17])=[O:16])=[CH:4][CH:3]=1.[OH:28]OS([O-])=O.[K+].[OH2:34]>CO>[Br:1][C:2]1[CH:7]=[CH:6][C:5]([S:8]([CH2:9][CH2:10][NH:11][CH2:12][CH2:13][NH:14][S:15]([C:18]2[C:19]3[CH:20]=[CH:21][N:22]=[CH:23][C:24]=3[CH:25]=[CH:26][CH:27]=2)(=[O:16])=[O:17])(=[O:28])=[O:34])=[CH:4][CH:3]=1 |f:1.2|. Procedure details: A stirred mixture of isoquinoline-5-sulfonic acid {2-[2-(4-bromo-phenylsulfanyl)-ethylamino]-ethyl}-amide (73.0 mg, 0.157 mmol) and oxone (289 mg, 0.470 mmol) in CH3OH (5 mL)/H2O (1.3 mL) is allowed to stir at ambient temperature for 30 minutes to form a suspension. After filtration, the white solid is sonicated in H2O (10 mL), then filtered to give a tan solid of the title compound. ESIMS: m/z 498 [(M+H)+, 79Br], 500 [(M+H)+, 81Br]. Reactants: BrC1=CC=C(C=C1)SCCNCCNS(=O)(=O)C=1C=2C=CN=CC2C=CC1 (isoquinoline-5-sulfonic acid {2-[2-(4-bromo-phenylsulfanyl)-ethylamino]-ethyl}-amide), OOS(=O)[O-].[K+] (oxone), O (H2O). Run in CO (CH3OH). Starting materials: C(C1=CC=CC=C1)OC[C@@H](C1=NC2=C(N1C1=CC=CC=C1)C=C(C=C2)F)NC2=C1NC=NC1=NC=N2 ([(R)-2-benzyloxy-1-(6-fluoro-1-phenyl-1H-benzoimidazol-2-yl)ethyl]-(7H-purin-6-yl)amine), B(Br)(Br)Br (boron tribromide), CO (MeOH), B(Br)(Br)Br (BBr3). The solvent is C(Cl)Cl (DCM). Run at time 1 hour. Product: FC=1C=CC2=C(N(C(=N2)C(CO)NC2=C3NC=NC3=NC=N2)C2=CC=CC=C2)C1 (2-(6-Fluoro-1-phenyl-1H-benzoimidazol-2-yl)-2-(7H-purin-6-ylamino)-ethanol). The yield is 59.3%. Reaction SMILES: C([O:8][CH2:9][C@H:10]([NH:27][C:28]1[N:36]=[CH:35][N:34]=[C:33]2[C:29]=1[NH:30][CH:31]=[N:32]2)[C:11]1[N:15]([C:16]2[CH:21]=[CH:20][CH:19]=[CH:18][CH:17]=2)[C:14]2[CH:22]=[C:23]([F:26])[CH:24]=[CH:25][C:13]=2[N:12]=1)C1C=CC=CC=1.B(Br)(Br)Br.CO>C(Cl)Cl>[F:26][C:23]1[CH:24]=[CH:25][C:13]2[N:12]=[C:11]([CH:10]([NH:27][C:28]3[N:36]=[CH:35][N:34]=[C:33]4[C:29]=3[NH:30][CH:31]=[N:32]4)[CH2:9][OH:8])[N:15]([C:16]3[CH:17]=[CH:18][CH:19]=[CH:20][CH:21]=3)[C:14]=2[CH:22]=1. Reported procedure: To a solution of [(R)-2-benzyloxy-1-(6-fluoro-1-phenyl-1H-benzoimidazol-2-yl)ethyl]-(7H-purin-6-yl)amine (124 mg, 0.26 mmol) in anhydrous DCM (3 mL) at 0° C. under a nitrogen atmosphere was added boron tribromide (1.0M in DCM, 0.3 mL, 0.26 mmol) dropwise. The reaction mixture was slowly warmed to RT and stirred at RT for 1 h. Additional BBr3 (0.3 mL) was added and stirring continued for 1 h. MeOH was added then the volatiles removed under reduced pressure. The resulting residue was purified by c... Reactants: C(Cl)(Cl)Cl (chloroform), Cl\C=C/C(=O)O (cis-3-chloroacrylic acid), Cl.CN(CCCN=C=NCC)C (N-(3-dimethylaminopropyl)-N′-ethylcarbodiimide hydrochloric acid salt), NC=1C=C(OC=2C3=C(N=C(N2)NC2=CC=C(C=C2)N2CCN(CC2)C)C=CS3)C=CC1 (4-(3-aminophenoxy)-N-(4-(4-methylpiperazin-1-yl)phenyl)thieno[3,2-d]pyrimidine-2-amine). Run in CC(C)O (2-propanol), N1=CC=CC=C1 (pyridine). Run at time 1 hour. Product: Cl\C=C/C(=O)NC1=CC(=CC=C1)OC=1C2=C(N=C(N1)NC1=CC=C(C=C1)N1CCN(CC1)C)C=CS2 ((Z)-3-chloro-N-(3-(2-(4-(4-methylpiperazin-1-yl)phenylamino)thieno[3,2-d]pyrimidine-4-yloxy)phenyl)acrylamide). Isolated yield 24.0%. RXN SMILES: [NH2:1][C:2]1[CH:3]=[C:4]([CH:29]=[CH:30][CH:31]=1)[O:5][C:6]1[C:7]2[S:28][CH:27]=[CH:26][C:8]=2[N:9]=[C:10]([NH:12][C:13]2[CH:18]=[CH:17][C:16]([N:19]3[CH2:24][CH2:23][N:22]([CH3:25])[CH2:21][CH2:20]3)=[CH:15][CH:14]=2)[N:11]=1.[Cl:32]/[CH:33]=[CH:34]\[C:35](O)=[O:36].Cl.CN(C)CCCN=C=NCC.C(Cl)(Cl)Cl>N1C=CC=CC=1.CC(O)C>[Cl:32]/[CH:33]=[CH:34]\[C:35]([NH:1][C:2]1[CH:31]=[CH:30][CH:29]=[C:4]([O:5][C:6]2[C:7]3[S:28][CH:27]=[CH:26][C:8]=3[N:9]=[C:10]([NH:12][C:13]3[CH:14]=[CH:15][C:16]([N:19]4[CH2:20][CH2:21][N:22]([CH3:25])[CH2:23][CH2:24]4)=[CH:17][CH:18]=3)[N:11]=2)[CH:3]=1)=[O:36] |f:2.3|. Reported procedure: The compound (50 mg, 0.12 mmol) obtained in Step 5 of Example 1 was dissolved in pyridine (1.5 mL), and cis-3-chloroacrylic acid (18 mg, 0.17 mmol) and N-(3-dimethylaminopropyl)-N′-ethylcarbodiimide hydrochloric acid salt (44 mg, 0.23 mmol) were added thereto, followed by stirring at room temperature for 1 hour. After the reaction was complete, the reaction mixture was diluted with a mixed solvent (chloroform:2-propanol=3:1 (volume ratio)) and washed with sat. brine. The organic layer was dried ... Starting materials: N1=C(C=CC=C1C)C (2,6-lutidine), OO (hydrogen peroxide). The solvent is C(C)(=O)O (acetic acid). The product is [N+]=1(C(=CC=CC1C)C)[O-] (2,6-Lutidine 1-oxide). As a reaction SMILES: [N:1]1[C:6]([CH3:7])=[CH:5][CH:4]=[CH:3][C:2]=1[CH3:8].[OH:9]O>C(O)(=O)C>[N+:1]1([O-:9])[C:6]([CH3:7])=[CH:5][CH:4]=[CH:3][C:2]=1[CH3:8]. Reported procedure: A solution of 2,6-lutidine (19, 23 ml, 200 mmol) and 50% hydrogen peroxide (15 ml) in glacial acetic acid (100 ml) is refluxed at 110° C. for 3 hours. The solution is then concentrated in vacuo at 40° C. to approximately 60 ml. Water (20 ml) is added, and the concentration process is repeated three times. The concentrated solution is further dried by lyophilizer overnight, yielding 26 g of 2,6-Lutidine 1-oxide (20) that contains approximately 10% acetic acid. 1H NMR (300 MHz, CDCl3) δ 2.52 (s, 6... Starting materials: O=c1c(Br)c(O)ccn1Cc1cccc(F)c1, CC(Br)c1ccccc1, O=C([O-])[O-], [K+], [K+], CN(C)C=O. Product: CC(Oc1ccn(Cc2cccc(F)c2)c(=O)c1Br)c1ccccc1. RXN SMILES: [Br:1][c:2]1[c:3](=[O:17])[n:4]([CH2:9][c:10]2[cH:11][c:12]([F:16])[cH:13][cH:14][cH:15]2)[cH:5][cH:6][c:7]1[OH:8].[Br:24][CH:25]([CH3:26])[c:27]1[cH:28][cH:29][cH:30][cH:31][cH:32]1.[C:18](=[O:19])([O-:20])[O-:21].[K+:22].[K+:23].[O:33]=[CH:34][N:35]([CH3:36])[CH3:37]>>[Br:1][c:2]1[c:3](=[O:17])[n:4]([CH2:9][c:10]2[cH:11][c:12]([F:16])[cH:13][cH:14][cH:15]2)[cH:5][cH:6][c:7]1[O:8][CH:25]([CH3:26])[c:27]1[cH:28][cH:29][cH:30][cH:31][cH:32]1.